Dataset: the Open Reaction Database (ORD), a public repository of structured organic reaction records. Task: describe an organic reaction: reactants, conditions, products, and yield Starting materials: ClC1=CN=C(C(N1CC(=O)NCC1=C(C=CC=C1)C=1N=CN(C1)C(C1=CC=CC=C1)(C1=CC=CC=C1)C1=CC=CC=C1)=O)NCC(C1=NC=CC=C1)(F)F (2-[6-chloro-3-(2,2-difluoro-2-pyridin-2-yl-ethylamino)-2-oxo-2H-pyrazin-1-yl]-N-[2-(1-trityl-1H-imidazol-4-yl)-benzyl]-acetamide), C(C)[SiH](CC)CC (triethylsilane), FC(C(=O)O)(F)F (trifluoroacetic acid). Product: OC(=O)C(F)(F)F.ClC1=CN=C(C(N1CC(=O)NCC1=C(C=CC=C1)C=1N=CNC1)=O)NCC(C1=NC=CC=C1)(F)F (2-[6-chloro-3-(2,2-difluoro-2-pyridin-2-yl-ethylamino)-2-oxo-2H-pyrazin-1-yl]-N-[2-(1H-imidazol-4-yl)-benzyl]-acetamide TFA salt). RXN SMILES: [Cl:1][C:2]1[N:7]([CH2:8][C:9]([NH:11][CH2:12][C:13]2[CH:18]=[CH:17][CH:16]=[CH:15][C:14]=2[C:19]2[N:20]=[CH:21][N:22](C(C3C=CC=CC=3)(C3C=CC=CC=3)C3C=CC=CC=3)[CH:23]=2)=[O:10])[C:6](=[O:43])[C:5]([NH:44][CH2:45][C:46]([F:54])([F:53])[C:47]2[CH:52]=[CH:51][CH:50]=[CH:49][N:48]=2)=[N:4][CH:3]=1.C([SiH](CC)CC)C.[F:62][C:63]([F:68])([F:67])[C:64]([OH:66])=[O:65]>>[OH:66][C:64]([C:63]([F:68])([F:67])[F:62])=[O:65].[Cl:1][C:2]1[N:7]([CH2:8][C:9]([NH:11][CH2:12][C:13]2[CH:18]=[CH:17][CH:16]=[CH:15][C:14]=2[C:19]2[N:20]=[CH:21][NH:22][CH:23]=2)=[O:10])[C:6](=[O:43])[C:5]([NH:44][CH2:45][C:46]([F:53])([F:54])[C:47]2[CH:52]=[CH:51][CH:50]=[CH:49][N:48]=2)=[N:4][CH:3]=1 |f:3.4|. Reported procedure: To a solution of 2-[6-chloro-3-(2,2-difluoro-2-pyridin-2-yl-ethylamino)-2-oxo-2H-pyrazin-1-yl]-N-[2-(1-trityl-1H-imidazol-4-yl)-benzyl]-acetamide (47 mg, 0.058 mmol) in trifluoroacetic acid (1.5 ml) was added triethylsilane (excess) until completion of the reaction. Concentration and purification by reverse phase preparative HPLC (5% to 95% CH3CN in water containing 0.1% TFA, C18 PRO YMC 20×150 mm) gave 2-[6-chloro-3-(2,2-difluoro-2-pyridin-2-yl-ethylamino)-2-oxo-2H-pyrazin-1-yl]-N-[2-(1H-imidaz... Reactants: C(=O)(N1C=NC=C1)N1C=NC=C1 (1,1'-carbonyldiimidazole), FC(C1=CC=C(CO)C=C1)(F)F (p-trifluoromethylbenzyl alcohol), C1CCOC1 (THF), FC(C1=CC=C(CO)C=C1)(F)F (p-trifluoromethylbenzyl alcohol), NCCC1=CNC2=CC=CC=C12 (tryptamine). Run in CCCCCC (hexane), C(C)OC(C)=O (ethylacetate), C(Cl)Cl (methylene chloride). Conditions: time 8 hour. Product: FC(C1=CC=C(COC(=O)NCCC2=CNC3=CC=CC=C23)C=C1)(F)F (N-(para-Trifluoromethylbenzyloxycarbonyl)tryptamine). As a reaction SMILES: [C:1]([N:8]1[CH:12]=[CH:11]N=C1)(N1C=CN=C1)=[O:2].[F:13][C:14]([F:24])([F:23])[C:15]1[CH:22]=[CH:21][C:18]([CH2:19][OH:20])=[CH:17][CH:16]=1.C1COCC1.NCC[C:33]1[C:41]2[C:36](=[CH:37][CH:38]=[CH:39][CH:40]=2)[NH:35][CH:34]=1>C(Cl)Cl.C(OC(=O)C)C.CCCCCC>[F:13][C:14]([F:23])([F:24])[C:15]1[CH:22]=[CH:21][C:18]([CH2:19][O:20][C:1]([NH:8][CH2:12][CH2:11][C:33]2[C:41]3[C:36](=[CH:37][CH:38]=[CH:39][CH:40]=3)[NH:35][CH:34]=2)=[O:2])=[CH:17][CH:16]=1. Reported procedure: A solution of 1,1'-carbonyldiimidazole (2.03 g, 12.5 mmol), p-trifluoromethylbenzyl alcohol (2.2 g, 12.5 mmol) and THF (100 mL) was stirred for 2 hours. The reaction was monitored by TLC (silica gel, hexane:ethylacetate; 2:1) to examine the complete disappearence of p-trifluoromethylbenzyl alcohol. To this solution, 2.0 g (12.5 mmol) of tryptamine was added and the mixture was stirred overnight. The reaction contents were diluted with methylene chloride (100 mL). The organic layer was washed wit...